Dataset: the Open Reaction Database (ORD), a public repository of structured organic reaction records. Task: describe an organic reaction: reactants, conditions, products, and yield Reactants: C[Si](CCOCN1C=CC2=C1N=CN=C2C=2C=C(C=CC2)NC(C(=C)C)=O)(C)C (N-(3-(7-((2-(trimethylsilyl)ethoxy)methyl)-7H-pyrrolo[2,3-d]pyrimidin-4-yl)phenyl)methacrylamide), C1CC(=O)N(C1=O)Br (NBS). Solvent: CC#N (CH3CN). Reaction conditions: temperature 80 celsius, time 2 hour. Product: BrC1=CN(C=2N=CN=C(C21)C=2C=C(C=CC2)NC(C(=C)C)=O)COCC[Si](C)(C)C (N-(3-(5-bromo-7-((2-(trimethylsilyl)ethoxy)methyl)-7H-pyrrolo[2,3-d]pyrimidin-4-yl)phenyl)methacrylamide). RXN SMILES: [CH3:1][Si:2]([CH3:29])([CH3:28])[CH2:3][CH2:4][O:5][CH2:6][N:7]1[C:11]2[N:12]=[CH:13][N:14]=[C:15]([C:16]3[CH:17]=[C:18]([NH:22][C:23](=[O:27])[C:24]([CH3:26])=[CH2:25])[CH:19]=[CH:20][CH:21]=3)[C:10]=2[CH:9]=[CH:8]1.C1C(=O)N([Br:37])C(=O)C1>CC#N>[Br:37][C:9]1[C:10]2[C:15]([C:16]3[CH:17]=[C:18]([NH:22][C:23](=[O:27])[C:24]([CH3:26])=[CH2:25])[CH:19]=[CH:20][CH:21]=3)=[N:14][CH:13]=[N:12][C:11]=2[N:7]([CH2:6][O:5][CH2:4][CH2:3][Si:2]([CH3:1])([CH3:28])[CH3:29])[CH:8]=1. Reported procedure: To a solution of N-(3-(7-((2-(trimethylsilyl)ethoxy)methyl)-7H-pyrrolo[2,3-d]pyrimidin-4-yl)phenyl)methacrylamide (5.20 g, 12.7 mmol) in CH3CN (80 mL), was added NBS (2.40 g, 13.5 mmol) in several portions at 80° C. The resulting solution was stirred for 2 hours at 80° C. before being concentrated in vacuo. The reaction was then purified by chromatography using silica gel, eluting with 0-33% EtOAc/petroleum ether. The product was collected and concentrated in vacuo to afford N-(3-(5-bromo-7-((2-...